Task: describe an organic reaction: reactants, conditions, products, and yield. Dataset: the Open Reaction Database (ORD), a public repository of structured organic reaction records Starting materials: BrBr (bromine), C(C)(=O)C(C(=O)OCC)CCCCCCCOC1OCCCC1 (Ethyl 2-acetyl-9-tetrahydropyranyloxy-nonanoate), [H-].[Na+] (sodium hydride). Run in ClCCl (dichloromethane), O1CCCC1 (tetrahydrofuran), O1CCCC1 (tetrahydrofuran). Run at time 30 minute. The product is C(C)(=O)C(C(=O)OCC)(CCCCCCCOC1OCCCC1)Br (ethyl 2-acetyl-2-bromo-9-tetrahydropyranyloxy-nonanoate). As a reaction SMILES: [C:1]([CH:4]([CH2:10][CH2:11][CH2:12][CH2:13][CH2:14][CH2:15][CH2:16][O:17][CH:18]1[CH2:23][CH2:22][CH2:21][CH2:20][O:19]1)[C:5]([O:7][CH2:8][CH3:9])=[O:6])(=[O:3])[CH3:2].[H-].[Na+].[Br:26]Br>O1CCCC1.ClCCl>[C:1]([C:4]([Br:26])([CH2:10][CH2:11][CH2:12][CH2:13][CH2:14][CH2:15][CH2:16][O:17][CH:18]1[CH2:23][CH2:22][CH2:21][CH2:20][O:19]1)[C:5]([O:7][CH2:8][CH3:9])=[O:6])(=[O:3])[CH3:2] |f:1.2|. Reported procedure: Ethyl 2-acetyl-9-tetrahydropyranyloxy-nonanoate (20 g) in dry tetrahydrofuran (100 ml) was added dropwise to a stirred suspension of sodium hydride (2.01 g of 80% oil dispersion) in dry tetrahydrofuran (50 ml), under nitrogen. The mixture was warmed to reflux for 10 minutes. The clear solution was allowed to cool to room temperature then a solution of bromine (3.15 ml) in dry dichloromethane (50 mls) was added rapidly. After stirring for 30 minutes, during which time a yellow precipitate was for... Reactants: [H-].[Na+] (sodium hydride), ClC=1C=C(OCC(CN2C=NC=C2)O)C=CC1Cl (1-[3'-(3",4"-dichlorophenoxy)-2'-hydroxypropyl]imidazole), ClCC1=CC(=C(C=C1)Cl)Cl (α,3,4-trichlorotoluene). The solvent is CN(P(=O)(N(C)C)N(C)C)C (hexamethylphosphoramide), CN(P(=O)(N(C)C)N(C)C)C (hexamethylphosphoramide). Reaction conditions: temperature 25 celsius, time 1 hour. The product is ClC=1C=C(COC(CN2C=NC=C2)COC2=CC(=C(C=C2)Cl)Cl)C=CC1Cl (1-[2'-(3",4"-dichlorobenzyloxy)-3'-(3",4"-dichlorophenoxy)propyl]imidazole). Reaction SMILES: [H-].[Na+].[Cl:3][C:4]1[CH:5]=[C:6]([CH:17]=[CH:18][C:19]=1[Cl:20])[O:7][CH2:8][CH:9]([OH:16])[CH2:10][N:11]1[CH:15]=[CH:14][N:13]=[CH:12]1.Cl[CH2:22][C:23]1[CH:28]=[CH:27][C:26]([Cl:29])=[C:25]([Cl:30])[CH:24]=1>CN(C)P(N(C)C)(N(C)C)=O>[Cl:30][C:25]1[CH:24]=[C:23]([CH:28]=[CH:27][C:26]=1[Cl:29])[CH2:22][O:16][CH:9]([CH2:8][O:7][C:6]1[CH:17]=[CH:18][C:19]([Cl:20])=[C:4]([Cl:3])[CH:5]=1)[CH2:10][N:11]1[CH:15]=[CH:14][N:13]=[CH:12]1 |f:0.1|. Procedure details: A 56% dispersion of sodium hydride in mineral oil (240 mg.) is added under nitrogen to a solution of 1.43 g. of 1-[3'-(3",4"-dichlorophenoxy)-2'-hydroxypropyl]imidazole in 4 ml. of dry hexamethylphosphoramide. The reaction mixture is then stirred for 1 hour at 25° C., and then 1 hour at 45° C. The solution is then cooled in an ice bath and 1.07 g. of α,3,4-trichlorotoluene in 1 ml. hexamethylphosphoramide is added dropwise with stirring. The reaction mixture is then stirred for 1 hour at 5° C., ... Starting materials: ClC1=CC=C(C=C1)S (4-chlorothiophenol), C1(=CC=CC=C1)SCC(=O)OCC (ethyl (phenylthio)acetate), BrCC(=O)OCC (ethyl bromoacetate), ethanolic solution. Solvent: CC[O-].[Na+] (sodium ethylate). Product: ClC1=CC=C(C=C1)SCC(=O)OCC (Ethyl (4-chlorophenylthio)acetate). RXN SMILES: [C:1]1([S:7][CH2:8][C:9]([O:11][CH2:12][CH3:13])=[O:10])[CH:6]=[CH:5][CH:4]=[CH:3][CH:2]=1.BrCC(OCC)=O.[Cl:21]C1C=CC(S)=CC=1>CC[O-].[Na+]>[Cl:21][C:4]1[CH:5]=[CH:6][C:1]([S:7][CH2:8][C:9]([O:11][CH2:12][CH3:13])=[O:10])=[CH:2][CH:3]=1 |f:3.4|. Procedure: The procedure is as in Example 2 for the preparation of ethyl (phenylthio)acetate starting with ethyl bromoacetate (16.7 g), a 2M ethanolic solution of sodium ethylate (50 cc) and 4-chlorothiophenol (14.5 g). Ethyl (4-chlorophenylthio)acetate (20.7 g) is thereby obtained, and is used in the crude state in the subsequent phases. Reaction SMILES: [CH3:18][N:19]([C:20](=[O:21])[Cl:22])[CH3:23].[Cl:1][c:2]1[c:3]([CH2:9][S:10][c:11]2[cH:12][cH:13][c:14]([NH2:17])[cH:15][cH:16]2)[n:4][c:5]([Cl:8])[cH:6][cH:7]1.[cH:24]1[cH:25][cH:26][n:27][cH:28][cH:29]1>>[Cl:1][c:2]1[c:3]([CH2:9][S:10][c:11]2[cH:12][cH:13][c:14]([NH:17][C:20]([N:19]([CH3:18])[CH3:23])=[O:21])[cH:15][cH:16]2)[n:4][c:5]([Cl:8])[cH:6][cH:7]1. Starting materials: CN(C)C(=O)Cl, Nc1ccc(SCc2nc(Cl)ccc2Cl)cc1, c1ccncc1. Yields the product CN(C)C(=O)Nc1ccc(SCc2nc(Cl)ccc2Cl)cc1. Reactants: C(=O)(OCC)CCCCCCC=1C(CC(C1OC)=O)=O (2-(6'-carbethoxyhexyl)-3-methoxy-4-oxo-2-cyclopenten-1-one), CO (methanol), C(=O)(OC)CCCCCCC=1C(CC(C1OC)=O)=O (2-(6'-carbomethoxyhexyl)-3-methoxy-4-oxo-2-cyclopenten-1-one). Solvent: C(C)(C)O (isopropanol). The product is C(=O)(OCC)CCCCCCC=1C(CC(C1OC)O)=O (2-(6'-carboethoxyhexyl)-3-methoxy-4-hydroxy-2-cyclopenten-1-one). Isolated yield 98.6%. As a reaction SMILES: [C:1]([CH2:6][CH2:7][CH2:8][CH2:9][CH2:10][CH2:11][C:12]1[C:13](=[O:20])[CH2:14][C:15](=[O:19])[C:16]=1[O:17][CH3:18])([O:3][CH2:4][CH3:5])=[O:2].CO.C(CCCCCCC1C(=O)CC(=O)C=1OC)(OC)=O>C(O)(C)C>[C:1]([CH2:6][CH2:7][CH2:8][CH2:9][CH2:10][CH2:11][C:12]1[C:13](=[O:20])[CH2:14][CH:15]([OH:19])[C:16]=1[O:17][CH3:18])([O:3][CH2:4][CH3:5])=[O:2]. Procedure details: The procedure similar to that of Step 2 of Example 1 was repeated except that 2.82 g of 2-(6'-carbethoxyhexyl)-3-methoxy-4-oxo-2-cyclopenten-1-one and 35 ml of methanol were used instead of 24 g of 2-(6'-carbomethoxyhexyl)-3-methoxy-4-oxo-2-cyclopenten-1-one and isopropanol respectively to provide 2.8 g of 2-(6'-carboethoxyhexyl)-3-methoxy-4-hydroxy-2-cyclopenten-1-one as an oily product. Starting materials: BrC1=CC(=C(C=C1)NC(CC(=O)OCC)=O)C (ethyl 3-[(4-bromo-2-methylphenyl)amino]-3-oxopropanoate), ClCCOS(=O)(=O)C1=CC=C(C=C1)C (2-chloroethyl-paratoluenesulfonate), C([O-])([O-])=O.[K+].[K+] (potassium carbonate), CN(C=O)C (dimethylformamide). Solvent: CCCCCC.C(C)(=O)OCC (hexane ethyl acetate), C(Cl)Cl (methylene chloride). Conditions: time 4 day. Product: BrC1=CC(=C(C=C1)NC(=O)C1(CC1)C(=O)OCC)C (ethyl 1-(4-bromo-2-methylphenylaminocarbonyl)cyclopropanecarboxylate). Yield: 34.7%. As a reaction SMILES: [Br:1][C:2]1[CH:7]=[CH:6][C:5]([NH:8][C:9](=[O:16])[CH2:10][C:11]([O:13][CH2:14][CH3:15])=[O:12])=[C:4]([CH3:17])[CH:3]=1.Cl[CH2:19][CH2:20]OS(C1C=CC(C)=CC=1)(=O)=O.C(=O)([O-])[O-].[K+].[K+].CN(C)C=O>C(Cl)Cl.CCCCCC.C(OCC)(=O)C>[Br:1][C:2]1[CH:7]=[CH:6][C:5]([NH:8][C:9]([C:10]2([C:11]([O:13][CH2:14][CH3:15])=[O:12])[CH2:20][CH2:19]2)=[O:16])=[C:4]([CH3:17])[CH:3]=1 |f:2.3.4,7.8|. Procedure details: Into a 50 milliliter three-necked round-bottom reaction flask equipped with a mechanical stirrer, thermometer and nitrogen inlet and outlet was added 5.0 grams (17.0 mmol) of ethyl 3-[(4-bromo-2-methylphenyl)amino]-3-oxopropanoate, 3.91 grams (16.7 mmol) of 2-chloroethyl-paratoluenesulfonate, 5.74 grams (41.6 mmol) of anhydrous potassium carbonate and 17 milliliters of anhydrous dimethylformamide. The resulting mixture was stirred at ambient temperature under a nitrogen atmosphere for a period o... The reactants are CC1=NC(=CC=C1/C=C/C(=O)O)C(F)(F)F ((2E)-3-[2-methyl-6-(trifluoromethyl)(3-pyridyl)]prop-2-enoic acid), NC1=CC2=C(N=CS2)C=C1 (6-aminobenzothiazole). Yields the product S1C=NC2=C1C=C(C=C2)NC(\C=C\C=2C(=NC(=CC2)C(F)(F)F)C)=O ((2E)-N-Benzothiazol-6-yl-3-[2-methyl-6-(trifluoromethyl)(3-pyridyl)]prop-2enamide). As a reaction SMILES: [CH3:1][C:2]1[C:7](/[CH:8]=[CH:9]/[C:10]([OH:12])=O)=[CH:6][CH:5]=[C:4]([C:13]([F:16])([F:15])[F:14])[N:3]=1.[NH2:17][C:18]1[CH:26]=[CH:25][C:21]2[N:22]=[CH:23][S:24][C:20]=2[CH:19]=1>>[S:24]1[C:20]2[CH:19]=[C:18]([NH:17][C:10](=[O:12])/[CH:9]=[CH:8]/[C:7]3[C:2]([CH3:1])=[N:3][C:4]([C:13]([F:16])([F:15])[F:14])=[CH:5][CH:6]=3)[CH:26]=[CH:25][C:21]=2[N:22]=[CH:23]1. Reported procedure: Analogous to the procedure used to prepare Example 1, (2E)-3-[2-methyl-6-(trifluoromethyl)(3-pyridyl)]prop-2-enoic acid, Example 82(b), (120 mg, 0.50 mmol) and 6-aminobenzothiazole (75 mg, 0.50 mmol, Lancaster) provided, after purification by silica gel chromatography (55:45 hexane:EtOAc), the title compound as a white solid. MP 196° C. MS (ESI, pos. ion) m/z: 364 (M+1).